The task is: describe an organic reaction: reactants, conditions, products, and yield. This data is from the Open Reaction Database (ORD), a public repository of structured organic reaction records. Starting materials: step-ii, N1=CC(=CC=C1)CN1N=CC(=C1)C1=CNC2=NC=C(C=C21)C2=CC=C(C=C2)N2CCN(CC2)C(=O)OC(C)(C)C (tert-butyl 4-(4-(3-(1-(pyridin-3-ylmethyl)-1H-pyrazol-4-yl)-1H-pyrrolo[2,3-b]pyridin-5-yl)phenyl)piperazine-1-carboxylate), Cl (HCl). The solvent is CCOCC.CO (ether methanol). Product: N1(CCNCC1)C1=CC=C(C=C1)C=1C=C2C(=NC1)NC=C2C=2C=NN(C2)CC=2C=NC=CC2 (5-(4-(piperazin-1-yl)phenyl)-3-(1-(pyridin-3-ylmethyl)-1H-pyrazol-4-yl)-1H-pyrrolo[2,3-b]pyridine). Isolated yield 11.1%. Reaction SMILES: [N:1]1[CH:6]=[CH:5][CH:4]=[C:3]([CH2:7][N:8]2[CH:12]=[C:11]([C:13]3[C:21]4[C:16](=[N:17][CH:18]=[C:19]([C:22]5[CH:27]=[CH:26][C:25]([N:28]6[CH2:33][CH2:32][N:31](C(OC(C)(C)C)=O)[CH2:30][CH2:29]6)=[CH:24][CH:23]=5)[CH:20]=4)[NH:15][CH:14]=3)[CH:10]=[N:9]2)[CH:2]=1.Cl>CCOCC.CO>[N:28]1([C:25]2[CH:26]=[CH:27][C:22]([C:19]3[CH:20]=[C:21]4[C:13]([C:11]5[CH:10]=[N:9][N:8]([CH2:7][C:3]6[CH:2]=[N:1][CH:6]=[CH:5][CH:4]=6)[CH:12]=5)=[CH:14][NH:15][C:16]4=[N:17][CH:18]=3)=[CH:23][CH:24]=2)[CH2:29][CH2:30][NH:31][CH2:32][CH2:33]1 |f:2.3|. Reported procedure: Using similar reaction conditions as described in step-ii of example-7, tert-butyl 4-(4-(3-(1-(pyridin-3-ylmethyl)-1H-pyrazol-4-yl)-1H-pyrrolo[2,3-b]pyridin-5-yl)phenyl)piperazine-1-carboxylate (100 mg, 0.186 mmol) was deprotected with HCl in ether/methanol (2/3 ml). This afforded 9 mg (11.0% yield) of the titled compound. 1H NMR (CD3OD, 300 MHz): δ 8.54 (s, 1H), 8.34-8.28 (d, 1H), 8.50-8.49 (d, 1H), 8.43-8.42 (d, 1H), 8.307-8.300 (d, 1H), 8.23 (s, 1H), 7.93 (s, 1H), 7.79-7.77 (d, 1H), 7.64-7.61... Starting materials: O1C=NC=C1 (oxazole), [Li]CCCC (n-BuLi), IC1=CC=C(C=C1)C1(CCC2(OCCO2)CC1)O (8-(4-iodo-phenyl)-1,4-dioxa-spiro[4.5]decan-8-ol). The reagents and catalysts are [Cl-].[Zn+2].[Cl-] (zinc chloride). Solvent: C1CCOC1 (THF), C1CCOC1 (THF). Reaction conditions: temperature 0 celsius, time 1 hour. Yields the product OC1(CCC(CC1)=O)C1=CC=C(C=C1)C=1OC=CN1 (4-Hydroxy-4-[4-(1,3-oxazol-2-yl)phenyl]cyclohexanone). RXN SMILES: [O:1]1[CH:5]=[CH:4][N:3]=[CH:2]1.[Li]CCCC.I[C:12]1[CH:17]=[CH:16][C:15]([C:18]2([OH:28])[CH2:27][CH2:26][C:21]3(OCC[O:22]3)[CH2:20][CH2:19]2)=[CH:14][CH:13]=1>C1COCC1.[Cl-].[Zn+2].[Cl-]>[OH:28][C:18]1([C:15]2[CH:16]=[CH:17][C:12]([C:2]3[O:1][CH:5]=[CH:4][N:3]=3)=[CH:13][CH:14]=2)[CH2:19][CH2:20][C:21](=[O:22])[CH2:26][CH2:27]1 |f:4.5.6|. Reported procedure: To a solution of oxazole (240 mg, 3.5 mmol) in THF (5 mL) at −78° C. was added n-BuLi (1.6 M, 2.6 mL). After the mixture was stirred for 1 hour, a solution of zinc chloride in THF (0.5 M, 8.2 mL) was added in and the resulting mixture was allowed to warm to 0° C. over 1 hour. To the mixture was added 8-(4-iodo-phenyl)-1,4-dioxa-spiro[4.5]decan-8-ol (1.35 g, 3.5 mmol) and the resulting mixture was degassed with N2 for 3 times. To a suspension of PdCl2(PPh3)2 (122 mg, 5%) in THF (2 mL) was added n... Reactants: C(O)([O-])=O.[Na+] (sodium hydrogencarbonate), C(C1=CC=CC=C1)OC1=CC=C(C=C1)CCN1C(C2=CC=C(C(=C2C1O)OCCCCC)OC)=O (2-[2-(4-Benzyloxyphenyl)ethyl]-3-hydroxy-5-methoxy-4pentyloxy-2,3-dihydroisoindol-1-one), FC(C(=O)O)(F)F (Trifluoroacetic acid), C(C)[SiH](CC)CC (triethylsilane). Solvent: ClCCl (dichloromethane). Reaction conditions: time 10 minute. Yields the product C(C1=CC=CC=C1)OC1=CC=C(C=C1)CCN1C(C2=CC=C(C(=C2C1)OCCCCC)OC)=O (2-[2-(4-benzyloxyphenyl)ethyl]-5-methoxy-4-pentyloxy-2,3-dihydroisoindol-1-one). The yield is 98.6%. RXN SMILES: [CH2:1]([O:8][C:9]1[CH:14]=[CH:13][C:12]([CH2:15][CH2:16][N:17]2[CH:25](O)[C:24]3[C:19](=[CH:20][CH:21]=[C:22]([O:33][CH3:34])[C:23]=3[O:27][CH2:28][CH2:29][CH2:30][CH2:31][CH3:32])[C:18]2=[O:35])=[CH:11][CH:10]=1)[C:2]1[CH:7]=[CH:6][CH:5]=[CH:4][CH:3]=1.C([SiH](CC)CC)C.FC(F)(F)C(O)=O.C(=O)([O-])O.[Na+]>ClCCl>[CH2:1]([O:8][C:9]1[CH:14]=[CH:13][C:12]([CH2:15][CH2:16][N:17]2[CH2:25][C:24]3[C:19](=[CH:20][CH:21]=[C:22]([O:33][CH3:34])[C:23]=3[O:27][CH2:28][CH2:29][CH2:30][CH2:31][CH3:32])[C:18]2=[O:35])=[CH:11][CH:10]=1)[C:2]1[CH:7]=[CH:6][CH:5]=[CH:4][CH:3]=1 |f:3.4|. Procedure: 2-[2-(4-Benzyloxyphenyl)ethyl]-3-hydroxy-5-methoxy-4pentyloxy-2,3-dihydroisoindol-1-one (142 mg, 0.30 mmol, 1.0 eq) was dissolved in dichloromethane (3 ml), and triethylsilane (0.095 ml, 0.60 mmol, 2.0 eq) was added. The mixture was stirred for 10 minutes at room temperature. Trifluoroacetic acid was added thereto, and the mixture was further stirred for 4 hours. A saturated aqueous sodium hydrogencarbonate solution (30 ml) was added to this reaction mixture. The mire was extracted twice with et... Reactants: ClC1=NC(=C2N=C(N(C2=N1)CC)C=O)N1CCOCC1 (2-chloro-9-ethyl-6-morpholino-9H-purine-8-carbaldehyde), [BH4-].[Na+] (sodium borohydride). The solvent is CO (MeOH). Conditions: time 15 minute. Product: ClC1=NC(=C2N=C(N(C2=N1)CC)CO)N1CCOCC1 ((2-chloro-9-ethyl-6-morpholino-9H-purin-8-yl)methanol). The yield is 95.2%. Reaction SMILES: [Cl:1][C:2]1[N:10]=[C:9]2[C:5]([N:6]=[C:7]([CH:13]=[O:14])[N:8]2[CH2:11][CH3:12])=[C:4]([N:15]2[CH2:20][CH2:19][O:18][CH2:17][CH2:16]2)[N:3]=1.[BH4-].[Na+]>CO>[Cl:1][C:2]1[N:10]=[C:9]2[C:5]([N:6]=[C:7]([CH2:13][OH:14])[N:8]2[CH2:11][CH3:12])=[C:4]([N:15]2[CH2:20][CH2:19][O:18][CH2:17][CH2:16]2)[N:3]=1 |f:1.2|. Reported procedure: A solution of 2-chloro-9-ethyl-6-morpholino-9H-purine-8-carbaldehyde (2.4 g) in MeOH (200 mL) at 0° C. was treated portion wise with sodium borohydride (0.84 g). The reaction was warmed to room temperature and stirred 15 minutes. The reaction mixture was quenched with saturated solution of sodium bicarbonate. The aqueous layer was extracted twice with ethyl acetate. The combined organic layers were dried over magnesium sulfate and concentrated in vacuo to yield crude (2-chloro-9-ethyl-6-morpholi... The reactants are O=C([O-])O, COCCOC, COC(=O)c1ccc2c(C3CCCCC3)c3n(c2c1)CCOc1c(OS(=O)(=O)C(F)(F)F)cccc1-3, [Na+], c1cncc(B2OCCCO2)c1, O, c1ccc(P(c2ccccc2)(c2ccccc2)[Pd](P(c2ccccc2)(c2ccccc2)c2ccccc2)(P(c2ccccc2)(c2ccccc2)c2ccccc2)P(c2ccccc2)(c2ccccc2)c2ccccc2)cc1. The product is COC(=O)c1ccc2c(C3CCCCC3)c3n(c2c1)CCOc1c(-c2cccnc2)cccc1-3. Reaction SMILES: [C:49](=[O:50])([O-:51])[OH:52].[CH3:54][O:55][CH2:56][CH2:57][O:58][CH3:59].[CH:1]1([c:7]2[c:8]3[c:9]([n:10]4[c:16]2-[c:15]2[c:14]([c:20]([O:21][S:22]([C:23]([F:24])([F:25])[F:26])(=[O:27])=[O:28])[cH:19][cH:18][cH:17]2)[O:13][CH2:12][CH2:11]4)[cH:29][c:30]([C:33](=[O:34])[O:35][CH3:36])[cH:31][cH:32]3)[CH2:2][CH2:3][CH2:4][CH2:5][CH2:6]1.[Na+:53].[O:37]1[CH2:38][CH2:39][CH2:40][O:41][B:42]1[c:43]1[cH:44][n:45][cH:46][cH:47][cH:48]1.[OH2:60].[cH:61]1[cH:62][cH:63][c:64]([P:65]([Pd:66]([P:67]([c:68]2[cH:69][cH:70][cH:71][cH:72][cH:73]2)([c:74]2[cH:75][cH:76][cH:77][cH:78][cH:79]2)[c:80]2[cH:81][cH:82][cH:83][cH:84][cH:85]2)([P:86]([c:87]2[cH:88][cH:89][cH:90][cH:91][cH:92]2)([c:93]2[cH:94][cH:95][cH:96][cH:97][cH:98]2)[c:99]2[cH:100][cH:101][cH:102][cH:103][cH:104]2)[P:105]([c:106]2[cH:107][cH:108][cH:109][cH:110][cH:111]2)([c:112]2[cH:113][cH:114][cH:115][cH:116][cH:117]2)[c:118]2[cH:119][cH:120][cH:121][cH:122][cH:123]2)([c:124]2[cH:125][cH:126][cH:127][cH:128][cH:129]2)[c:130]2[cH:131][cH:132][cH:133][cH:134][cH:135]2)[cH:136][cH:137]1>>[CH:1]1([c:7]2[c:8]3[c:9]([n:10]4[c:16]2-[c:15]2[c:14]([c:20](-[c:43]5[cH:44][n:45][cH:46][cH:47][cH:48]5)[cH:19][cH:18][cH:17]2)[O:13][CH2:12][CH2:11]4)[cH:29][c:30]([C:33](=[O:34])[O:35][CH3:36])[cH:31][cH:32]3)[CH2:2][CH2:3][CH2:4][CH2:5][CH2:6]1. Starting materials: Nc1ncc(Br)cc1OCc1c(Cl)cccc1Cl, CC1(C)OB(c2cccc(C(=O)O)c2)OC1(C)C. Product: Nc1ncc(-c2cccc(C(=O)O)c2)cc1OCc1c(Cl)cccc1Cl. RXN SMILES: [Br:1][c:2]1[cH:3][c:4]([O:9][CH2:10][c:11]2[c:12]([Cl:18])[cH:13][cH:14][cH:15][c:16]2[Cl:17])[c:5]([NH2:8])[n:6][cH:7]1.[CH3:19][C:20]1([CH3:21])[C:22]([CH3:23])([CH3:24])[O:25][B:26]([c:27]2[cH:28][c:29]([C:30](=[O:31])[OH:32])[cH:33][cH:34][cH:35]2)[O:36]1>>[c:2]1(-[c:27]2[cH:28][c:29]([C:30](=[O:31])[OH:32])[cH:33][cH:34][cH:35]2)[cH:3][c:4]([O:9][CH2:10][c:11]2[c:12]([Cl:18])[cH:13][cH:14][cH:15][c:16]2[Cl:17])[c:5]([NH2:8])[n:6][cH:7]1.